Dataset: the Open Reaction Database (ORD), a public repository of structured organic reaction records. Task: describe an organic reaction: reactants, conditions, products, and yield Reactants: B(Br)(Br)Br (BBr3), [OH-].[Na+] (NaOH), C(C1=CC=CC=C1)OC(N[C@H](CS(NC1CCN(CC1)C(C)C)(=O)=O)COCC1=CC=CC=C1)=O ([(S)-1-Benzyloxymethyl-2-(1-isopropyl-piperidin-4-ylsulfamoyl)-ethyl]-carbamic acid benzyl ester). The reagents and catalysts are O (water). Solvent: ClCCl (dichloromethane), ClCCl (dichloromethane). Product: C(C)(C)N1CCC(CC1)NS(=O)(=O)C[C@H](CO)N ((S)-2-amino-3-hydroxy-propane-1-sulfonic acid (1-isopropyl-piperidin-4-yl)-amide). Reaction SMILES: C(OC(=O)[NH:10][C@@H:11]([CH2:26][O:27]CC1C=CC=CC=1)[CH2:12][S:13](=[O:25])(=[O:24])[NH:14][CH:15]1[CH2:20][CH2:19][N:18]([CH:21]([CH3:23])[CH3:22])[CH2:17][CH2:16]1)C1C=CC=CC=1.B(Br)(Br)Br.[OH-].[Na+]>ClCCl.O>[CH:21]([N:18]1[CH2:17][CH2:16][CH:15]([NH:14][S:13]([CH2:12][C@@H:11]([NH2:10])[CH2:26][OH:27])(=[O:25])=[O:24])[CH2:20][CH2:19]1)([CH3:23])[CH3:22] |f:2.3|. Procedure details: 80 mg (0.16 mmol) [(S)-1-Benzyloxymethyl-2-(1-isopropyl-piperidin-4-ylsulfamoyl)-ethyl]-carbamic acid benzyl ester were dissolved in 3 ml dichloromethane. At 0° C., 0.32 ml of a 1 M BBr3-solution in dichloromethane were added and the reaction mixture was allowed to warm to room temperature. After 24 h a few drops of water and 0.94 ml of a 1 M aqueous NaOH-solution were added. The mixture was concentrated under reduced pressure. The residue was taken up in DMF and filtered in order to get rid of ... Starting materials: NC1=CC=C(C(=O)N2C3=C(CC4=C(C2)C=CC=C4)C=CC=C3)C=C1 (5-(4-aminobenzoyl)-6,11-dihydro-5H-dibenz[b,e]azepine), CC1=C(C(=O)Cl)C=CC=C1 (2-methylbenzoyl chloride). The solvent is ClCCl (dichloromethane). The product is C1=CC=CC=2N(CC3=C(CC21)C=CC=C3)C(=O)C3=CC=C(C=C3)NC(C3=C(C=CC=C3)C)=O (N-[4-[(6,11-Dihydro-5H-dibenz[b,e]azepin-5-yl)carbonyl]phenyl]-2-methylbenzamide). Isolated yield 77.1%. Reaction SMILES: [NH2:1][C:2]1[CH:24]=[CH:23][C:5]([C:6]([N:8]2[CH2:14][C:13]3[CH:15]=[CH:16][CH:17]=[CH:18][C:12]=3[CH2:11][C:10]3[CH:19]=[CH:20][CH:21]=[CH:22][C:9]2=3)=[O:7])=[CH:4][CH:3]=1.[CH3:25][C:26]1[CH:34]=[CH:33][CH:32]=[CH:31][C:27]=1[C:28](Cl)=[O:29]>ClCCl>[CH:19]1[C:10]2[CH2:11][C:12]3[CH:18]=[CH:17][CH:16]=[CH:15][C:13]=3[CH2:14][N:8]([C:6]([C:5]3[CH:4]=[CH:3][C:2]([NH:1][C:28](=[O:29])[C:27]4[CH:31]=[CH:32][CH:33]=[CH:34][C:26]=4[CH3:25])=[CH:24][CH:23]=3)=[O:7])[C:9]=2[CH:22]=[CH:21][CH:20]=1. Procedure details: As described for Example 9, 0.942 g (3 mmol) of 5-(4-aminobenzoyl)-6,11-dihydro-5H-dibenz[b,e]azepine is reacted with 0.52 g (3.3 mmol) of 2-methylbenzoyl chloride in 20 ml of dichloromethane. The product is triturated with hexane-ethyl acetate to give 1.0 g of yellow crystals, m.p. 198°-203° C.